Dataset: the Open Reaction Database (ORD), a public repository of structured organic reaction records. Task: describe an organic reaction: reactants, conditions, products, and yield The reactants are ClC=1C(=NC=CN1)CNC(=O)C1CCC(CC1)=O (N-((3-chloropyrazin-2-yl)methyl)-4-oxocyclohexanecarboxamide), C(C)(=O)O (acetic acid), C(#N)[BH3-].[Na+] (sodium cyanoborohydride), Si Carbonate, Si Carbonate, Cl.FC1(CNC1)F (3,3-Difluoroazetidine hydrochloride). The solvent is ClCCl.CO (dichloromethane methanol), ClCCl.CO (dichloromethane methanol). Product: ClC=1C(=NC=CN1)CNC(=O)[C@@H]1CC[C@H](CC1)N1CC(C1)(F)F ((trans)-N-((3-chloropyrazin-2-yl)methyl)-4-(3,3-difluoroazetidin-1-yl)cyclohexanecarboxamide), ClC=1C(=NC=CN1)CNC(=O)[C@@H]1CC[C@@H](CC1)N1CC(C1)(F)F ((cis)-N-((3-chloropyrazin-2-yl)methyl)-4-(3,3-difluoroazetidin-1-yl)cyclohexanecarboxamide). RXN SMILES: Cl.[F:2][C:3]1([F:7])[CH2:6][NH:5][CH2:4]1.[Cl:8][C:9]1[C:10]([CH2:15][NH:16][C:17]([CH:19]2[CH2:24][CH2:23][C:22](=O)[CH2:21][CH2:20]2)=[O:18])=[N:11][CH:12]=[CH:13][N:14]=1.C(O)(=O)C.C([BH3-])#N.[Na+]>ClCCl.CO>[Cl:8][C:9]1[C:10]([CH2:15][NH:16][C:17]([C@H:19]2[CH2:24][CH2:23][C@H:22]([N:5]3[CH2:6][C:3]([F:7])([F:2])[CH2:4]3)[CH2:21][CH2:20]2)=[O:18])=[N:11][CH:12]=[CH:13][N:14]=1.[Cl:8][C:9]1[C:10]([CH2:15][NH:16][C:17]([C@H:19]2[CH2:24][CH2:23][C@@H:22]([N:5]3[CH2:6][C:3]([F:7])([F:2])[CH2:4]3)[CH2:21][CH2:20]2)=[O:18])=[N:11][CH:12]=[CH:13][N:14]=1 |f:0.1,4.5,6.7|. Reported procedure: 3,3-Difluoroazetidine hydrochloride (5.60 mmol, 0.726 g) was dissolved in dichloromethane/methanol (20 mL; 1/1) and 15 g Si-Carbonate (Silicycle, Loading 0.7 mmol/g) was added. After 20 minutes this slurry was put on a column with 7 g of Si-Carbonate (Silicycle, Loading 0.7 mmol/g) and eluated with dichloromethane/methanol (40 mL; 1/1). The solution was concentrated (900 mbar, bath 45 deg) to a volume of 30 mL. To this solution N-((3-chloropyrazin-2-yl)methyl)-4-oxocyclohexanecarboxamide (3.74 m... Reactants: C1(CC1)N (cyclopropylamine), CC1=C(C=C(C(=O)O)C=C1)N1C=NC2=CC=C(C=C2C1=O)N1CCN(CC1)C (4-methyl-3-[6-(4-methylpiperazin-1-yl)-4-oxoquinazolin-3(4H)-yl]benzoic acid), CN(C)C=O (DMF), S(=O)(Cl)Cl (thionyl chloride). Solvent: C(Cl)Cl (methylene chloride), C(Cl)Cl (methylene chloride), C(Cl)Cl (methylene chloride). Conditions: temperature 35 celsius, time 2.5 hour. Product: C1(CC1)NC(C1=CC(=C(C=C1)C)N1C=NC2=CC=C(C=C2C1=O)N1CCN(CC1)C)=O (N-cyclopropyl-4-methyl-3-[6-(4-methylpiperazin-1-yl)-4-oxoquinazolin-3(4H)-yl]benzamide). RXN SMILES: [CH3:1][C:2]1[CH:10]=[CH:9][C:5]([C:6](O)=[O:7])=[CH:4][C:3]=1[N:11]1[C:20](=[O:21])[C:19]2[C:14](=[CH:15][CH:16]=[C:17]([N:22]3[CH2:27][CH2:26][N:25]([CH3:28])[CH2:24][CH2:23]3)[CH:18]=2)[N:13]=[CH:12]1.CN(C=O)C.S(Cl)(Cl)=O.[CH:38]1([NH2:41])[CH2:40][CH2:39]1>C(Cl)Cl>[CH:38]1([NH:41][C:6](=[O:7])[C:5]2[CH:9]=[CH:10][C:2]([CH3:1])=[C:3]([N:11]3[C:20](=[O:21])[C:19]4[C:14](=[CH:15][CH:16]=[C:17]([N:22]5[CH2:27][CH2:26][N:25]([CH3:28])[CH2:24][CH2:23]5)[CH:18]=4)[N:13]=[CH:12]3)[CH:4]=2)[CH2:40][CH2:39]1. Procedure: To a stirred slurry of 4-methyl-3-[6-(4-methylpiperazin-1-yl)-4-oxoquinazolin-3(4H)-yl]benzoic acid (0.2 g) and DMF (0.05 ml) in methylene chloride (4 ml) at 35° C. was added thionyl chloride (0.019 ml). The resultant yellow solution was stirred at 35° C. for 2.5 hours. The reaction mixture was concentrated to give a yellow/orange solid. The solid was stirred in methylene chloride (4 ml) at room temperature and cyclopropylamine (0.37 ml) was added, stirred for 10 minutes and concentrated. The re... The product is CCC=C(CCC)c1c2cccc(Br)c2nn1C. Starting materials: CCCC(O)(CCC)c1c2cccc(Br)c2nn1C, Cc1ccccc1, [Na+], O=C([O-])O, Cc1ccc(S(=O)(=O)O)cc1. RXN SMILES: [Br:1][c:2]1[cH:3][cH:4][cH:5][c:6]2[c:7]([C:12]([CH2:13][CH2:14][CH3:15])([CH2:16][CH2:17][CH3:18])[OH:19])[n:8]([CH3:11])[n:9][c:10]12.[CH3:36][c:37]1[cH:38][cH:39][cH:40][cH:41][cH:42]1.[Na+:35].[O-:31][C:32]([OH:33])=[O:34].[c:20]1([CH3:21])[cH:22][cH:23][c:24]([S:25]([OH:26])(=[O:27])=[O:28])[cH:29][cH:30]1>>[Br:1][c:2]1[cH:3][cH:4][cH:5][c:6]2[c:7]([C:12](=[CH:13][CH2:14][CH3:15])[CH2:16][CH2:17][CH3:18])[n:8]([CH3:11])[n:9][c:10]12.